Dataset: the Open Reaction Database (ORD), a public repository of structured organic reaction records. Task: describe an organic reaction: reactants, conditions, products, and yield Starting materials: C(#C)C1(CCC2(OCCO2)CC1)O (8-Ethynyl-1,4-dioxaspiro[4.5]decan-8-ol), C(CCC)[Li] (n-butyllithium), [Cl-].[NH4+] (ammonium chloride), C1(=CC=C(C=C1)C=O)C (p-tolualdehyde). Solvent: O1CCCC1 (tetrahydrofuran). Run at time 30 minute. The product is OC(C#CC1(CCC2(OCCO2)CC1)O)C1=CC=C(C=C1)C (8-(3-Hydroxy-3-(p-tolyl)propyn-1-yl)-1,4-dioxaspiro[4.5]decan-8-ol). The yield is 71.1%. As a reaction SMILES: [C:1]([C:3]1([OH:13])[CH2:12][CH2:11][C:6]2([O:10][CH2:9][CH2:8][O:7]2)[CH2:5][CH2:4]1)#[CH:2].C([Li])CCC.[C:19]1([CH3:27])[CH:24]=[CH:23][C:22]([CH:25]=[O:26])=[CH:21][CH:20]=1.[Cl-].[NH4+]>O1CCCC1>[OH:26][CH:25]([C:22]1[CH:23]=[CH:24][C:19]([CH3:27])=[CH:20][CH:21]=1)[C:2]#[C:1][C:3]1([OH:13])[CH2:12][CH2:11][C:6]2([O:7][CH2:8][CH2:9][O:10]2)[CH2:5][CH2:4]1 |f:3.4|. Procedure details: To a solution of 8-ethynyl-1,4-dioxaspiro[4.5]decan-8-ol (Reference Example 1) (15.0 g, 82.3 mmol) in tetrahydrofuran (165 mL), 2.77 M n-butyllithium (solution in n-hexane, 62.4 mL, 172.9 mmol) was added dropwise at −72° C. for 25 minutes, and the obtained solution was stirred at the same temperature for 30 minutes. Thereafter, p-tolualdehyde (10.2 mL, 86.4 mmol) was added dropwise at −72° C. for 5 minutes, and the obtained solution was stirred at the same temperature for 30 minutes. The reactio... Reactants: O=C(Cc1ccc(Cl)cc1F)Nc1nc2ccc(C(=O)O)cc2s1, Nc1ccc2[nH]c(=O)oc2c1, CN(C)C=O, On1nnc2ccccc21. Product: O=C(Cc1ccc(Cl)cc1F)Nc1nc2ccc(C(=O)Nc3ccc4[nH]c(=O)oc4c3)cc2s1. As a reaction SMILES: [Cl:1][c:2]1[cH:3][c:4]([F:24])[c:5]([CH2:8][C:9](=[O:10])[NH:11][c:12]2[s:13][c:14]3[c:15]([n:16]2)[cH:17][cH:18][c:19]([C:21](=[O:22])[OH:23])[cH:20]3)[cH:6][cH:7]1.[NH2:25][c:26]1[cH:27][c:28]2[c:29]([nH:30][c:31](=[O:33])[o:32]2)[cH:34][cH:35]1.[O:46]=[CH:47][N:48]([CH3:49])[CH3:50].[OH:36][n:37]1[c:38]2[c:39]([cH:40][cH:41][cH:42][cH:43]2)[n:44][n:45]1>>[Cl:1][c:2]1[cH:3][c:4]([F:24])[c:5]([CH2:8][C:9](=[O:10])[NH:11][c:12]2[s:13][c:14]3[c:15]([n:16]2)[cH:17][cH:18][c:19]([C:21](=[O:22])[NH:25][c:26]2[cH:27][c:28]4[c:29]([nH:30][c:31](=[O:33])[o:32]4)[cH:34][cH:35]2)[cH:20]3)[cH:6][cH:7]1. Reactants: CC(C)(C)OC(=O)N1CCC(Nc2cccc3cncc(Br)c23)CC1, C[Sn](C)(C)C, Cc1cc(C(C)(C)C)c(O)c(C(C)(C)C)c1, Cc1ccccc1, c1ccc(P(c2ccccc2)(c2ccccc2)[Pd](P(c2ccccc2)(c2ccccc2)c2ccccc2)(P(c2ccccc2)(c2ccccc2)c2ccccc2)P(c2ccccc2)(c2ccccc2)c2ccccc2)cc1. Product: Cc1cncc2cccc(NC3CCN(C(=O)OC(C)(C)C)CC3)c12. As a reaction SMILES: [Br:1][c:2]1[cH:3][n:4][cH:5][c:6]2[cH:7][cH:8][cH:9][c:10]([NH:12][CH:13]3[CH2:14][CH2:15][N:16]([C:19](=[O:20])[O:21][C:22]([CH3:23])([CH3:24])[CH3:25])[CH2:17][CH2:18]3)[c:11]12.[CH3:26][Sn:27]([CH3:28])([CH3:29])[CH3:30].[CH3:31][c:32]1[cH:33][c:34]([C:35]([CH3:36])([CH3:37])[CH3:38])[c:39]([OH:40])[c:41]([C:42]([CH3:43])([CH3:44])[CH3:45])[cH:46]1.[CH3:47][c:48]1[cH:49][cH:50][cH:51][cH:52][cH:53]1.[cH:54]1[cH:55][cH:56][c:57]([P:58]([Pd:59]([P:60]([c:61]2[cH:62][cH:63][cH:64][cH:65][cH:66]2)([c:67]2[cH:68][cH:69][cH:70][cH:71][cH:72]2)[c:73]2[cH:74][cH:75][cH:76][cH:77][cH:78]2)([P:79]([c:80]2[cH:81][cH:82][cH:83][cH:84][cH:85]2)([c:86]2[cH:87][cH:88][cH:89][cH:90][cH:91]2)[c:92]2[cH:93][cH:94][cH:95][cH:96][cH:97]2)[P:98]([c:99]2[cH:100][cH:101][cH:102][cH:103][cH:104]2)([c:105]2[cH:106][cH:107][cH:108][cH:109][cH:110]2)[c:111]2[cH:112][cH:113][cH:114][cH:115][cH:116]2)([c:117]2[cH:118][cH:119][cH:120][cH:121][cH:122]2)[c:123]2[cH:124][cH:125][cH:126][cH:127][cH:128]2)[cH:129][cH:130]1>>[c:2]1([CH3:26])[cH:3][n:4][cH:5][c:6]2[cH:7][cH:8][cH:9][c:10]([NH:12][CH:13]3[CH2:14][CH2:15][N:16]([C:19](=[O:20])[O:21][C:22]([CH3:23])([CH3:24])[CH3:25])[CH2:17][CH2:18]3)[c:11]12. The reactants are CO, O=[N+]([O-])c1ccc2c(c1)NCCO2. The product is Nc1ccc2c(c1)NCCO2. Reaction SMILES: [CH3:14][OH:15].[N+:1]([O-:2])(=[O:3])[c:4]1[cH:5][cH:6][c:7]2[c:8]([cH:13]1)[NH:9][CH2:10][CH2:11][O:12]2>>[NH2:1][c:4]1[cH:5][cH:6][c:7]2[c:8]([cH:13]1)[NH:9][CH2:10][CH2:11][O:12]2. Starting materials: SC1=CN=NS1.[Na] (Sodium 5-mercapto-1,2,3-thiadiazole), NC1[C@@H]2N(C(=C(CS2)CCl)C(=O)OCC2=CC=C(C=C2)OC)C1=O (p-methoxybenzyl 7-amino-3-chloromethyl-3-cephem-4-carboxylate), crude material. Run in C(Cl)Cl (methylene chloride), CO (methanol). Reaction conditions: time 30 minute. Product: NC1[C@@H]2N(C(=C(CS2)CSC2=CN=NS2)C(=O)OCC2=CC=C(C=C2)OC)C1=O (p-methoxybenzyl 7-amino-3-(1,2,3-thiadiazol-5-yl)thiomethyl-3-cephem-4-carboxylate). Isolated yield 71.6%. As a reaction SMILES: [SH:1][C:2]1[S:6][N:5]=[N:4][CH:3]=1.[Na].[NH2:8][CH:9]1[C:30](=[O:31])[N:11]2[C:12]([C:18]([O:20][CH2:21][C:22]3[CH:27]=[CH:26][C:25]([O:28][CH3:29])=[CH:24][CH:23]=3)=[O:19])=[C:13]([CH2:16]Cl)[CH2:14][S:15][C@H:10]12>CO.C(Cl)Cl>[NH2:8][CH:9]1[C:30](=[O:31])[N:11]2[C:12]([C:18]([O:20][CH2:21][C:22]3[CH:27]=[CH:26][C:25]([O:28][CH3:29])=[CH:24][CH:23]=3)=[O:19])=[C:13]([CH2:16][S:1][C:2]3[S:6][N:5]=[N:4][CH:3]=3)[CH2:14][S:15][C@H:10]12 |f:0.1,^1:6|. Procedure: Sodium 5-mercapto-1,2,3-thiadiazole (2.45 g) was suspended in methanol (20 ml), and a solution of p-methoxybenzyl 7-amino-3-chloromethyl-3-cephem-4-carboxylate (5.60 g) in methylene chloride (20 ml) was added dropwise. The mixture was stirred for 30 min. under ice-cooling, an insoluble material was filtered off, and the solvent was evaporated to obtain a crude material (6.38 g). The crude material was subjected to silica gel chromatography eluting with chloroform-ethyl acetate to obtain p-methox... Reactants: BrCCCCl (1-Bromo-3-chloropropane), CN(C)CC1(CCOCC1)C1=CC=C(C=C1)O (4-(4-dimethylaminomethyl-tetrahydro-pyran-4-yl)-phenol), C([O-])([O-])=O.[K+].[K+] (potassium carbonate). Run in CN(C=O)C (N,N-dimethylformamide). Conditions: temperature 45 celsius, time 18 hour. Product: ClCCCOC1=CC=C(C=C1)C1(CCOCC1)CN(C)C (1-{4-[4-(3-chloropropoxy)phenyl]tetrahydro-2H-pyran-4-yl}-N,N-dimethylmethanamine). The yield is 60.4%. As a reaction SMILES: Br[CH2:2][CH2:3][CH2:4][Cl:5].[CH3:6][N:7]([CH2:9][C:10]1([C:16]2[CH:21]=[CH:20][C:19]([OH:22])=[CH:18][CH:17]=2)[CH2:15][CH2:14][O:13][CH2:12][CH2:11]1)[CH3:8].C(=O)([O-])[O-].[K+].[K+]>CN(C)C=O>[Cl:5][CH2:4][CH2:3][CH2:2][O:22][C:19]1[CH:20]=[CH:21][C:16]([C:10]2([CH2:9][N:7]([CH3:8])[CH3:6])[CH2:15][CH2:14][O:13][CH2:12][CH2:11]2)=[CH:17][CH:18]=1 |f:2.3.4|. Procedure: 1-Bromo-3-chloropropane (0.42 ml, 4.25 mmol) was added to a solution of 4-(4-dimethylaminomethyl-tetrahydro-pyran-4-yl)-phenol (1.0 g, 4.25 mmol) and potassium carbonate (1.5 g, 10.8 mmol) in N,N-dimethylformamide (10 ml). The reaction mixture was stirred at 45° C. for 18 hours. The reaction mixture was concentrated in vacuo. The residue was partitioned between ethyl acetate (100 ml) and water (50 ml). The organic layer was separated, dried over sodium sulphate, filtered and concentrated in vacu... The reactants are NC=1C(=CC2=C(OCO2)C1)C(=O)O (6-amino-benzo[1,3]dioxole-5-carboxylic acid), C(=O)N (formamide). Reaction conditions: temperature 140 celsius, time 2 hour. Yields the product O1COC=2C1=CC=1C(NC=NC1C2)=O (7H-[1,3]dioxolo[4,5-g]quinazolin-8-one). Isolated yield 27.0%. Reaction SMILES: [NH2:1][C:2]1[C:3]([C:11]([OH:13])=O)=[CH:4][C:5]2[O:9][CH2:8][O:7][C:6]=2[CH:10]=1.[CH:14]([NH2:16])=O>>[O:9]1[C:5]2=[CH:4][C:3]3[C:11](=[O:13])[NH:16][CH:14]=[N:1][C:2]=3[CH:10]=[C:6]2[O:7][CH2:8]1. Procedure details: A mixture of 6-amino-benzo[1,3]dioxole-5-carboxylic acid (4.3 g, 23.7 mmol) and formamide (15 mL) was heated to 140° C. for 2 hours, then to 170° C. for 2 hours. After cooling to room temperature, precipitate was collected to give 7H-[1,3]dioxolo[4,5-g]quinazolin-8-one (1.11 g, 27%). The reactants are NC1=NC(=CC=2N1C(=NC2)CCC)Cl (5-amino-7-chloro-3-(n-propyl)imidazo[1,5-c]pyrimidine), N (ammonia), C (charcoal), ClC1=NC(=CC=2N1C(=NC2)CCC)Cl (5,7-dichloro-3-(n-propyl)imidazo[1,5-c]pyrimidine), NC1=NC(=CC=2N1C(=NC2)CCC)Cl (5-amino-7-chloro-3-(n-propyl)imidazo[1,5-c]pyrimidine), O (water). The solvent is CO (methanol), C1CCCCC1 (cyclohexane). Conditions: time 1.5 hour. Yields the product ClC1=CC=2N(C(=N1)OC)C(=NC2)CCC (7-chloro-5-methoxy-3-(n-propyl)imidazo[1,5-c]pyrimidine). As a reaction SMILES: N.Cl[C:3]1[N:8]2[C:9]([CH2:12][CH2:13][CH3:14])=[N:10][CH:11]=[C:7]2[CH:6]=[C:5]([Cl:15])[N:4]=1.NC1N2C(CCC)=NC=C2C=C(Cl)N=1.[CH4:30].[OH2:31]>C1CCCCC1.CO>[Cl:15][C:5]1[N:4]=[C:3]([O:31][CH3:30])[N:8]2[C:9]([CH2:12][CH2:13][CH3:14])=[N:10][CH:11]=[C:7]2[CH:6]=1. Reported procedure: To 25 ml of methanol saturated with ammonia gas was added with stirring 1.00 g (4.35 mmole) of 5,7-dichloro-3-(n-propyl)imidazo[1,5-c]pyrimidine (from Example 36). Stirring was continued at 20° C. for 1.5 hours, at which time the mixture was poured into 50 ml of water and extracted with four 35 ml portions of chloroform. The combined extracts were washed twice with 50 ml portions of water, once with 35 ml of saturated aqueous sodium chloride solution and dried over magnesium sulfate. Concentrati... Starting materials: CC=CC(=O)Cl, ClCCl, Cn1nc(C(F)(F)F)cc1Oc1cccc(CN)n1, CCN(C(C)C)C(C)C. Product: CC=CC(=O)C(N)c1cccc(Oc2cc(C(F)(F)F)nn2C)n1. Reaction SMILES: [C:29]([CH:30]=[CH:31][CH3:32])(=[O:33])[Cl:34].[CH2:35]([Cl:36])[Cl:37].[CH3:1][n:2]1[n:3][c:4]([C:16]([F:17])([F:18])[F:19])[cH:5][c:6]1[O:7][c:8]1[n:9][c:10]([CH2:14][NH2:15])[cH:11][cH:12][cH:13]1.[CH:20]([N:21]([CH:22]([CH3:23])[CH3:24])[CH2:25][CH3:26])([CH3:27])[CH3:28]>>[CH3:1][n:2]1[n:3][c:4]([C:16]([F:17])([F:18])[F:19])[cH:5][c:6]1[O:7][c:8]1[n:9][c:10]([CH:14]([NH2:15])[C:29]([CH:30]=[CH:31][CH3:32])=[O:33])[cH:11][cH:12][cH:13]1.